From a dataset of the Open Reaction Database (ORD), a public repository of structured organic reaction records. describe an organic reaction: reactants, conditions, products, and yield The reactants are C1(CCCCC1)=O (cyclohexanone), COC1=CC=C(C=C1)CC#N (p-Methoxyphenylacetonitrile), C(CCC)[Li] (n-Butyl lithium), CCCCCC (hexane), [Cl-].[NH4+] (ammonium chloride). Run in O1CCCC1 (tetrahydrofuran). Conditions: temperature -70 celsius, time 45 minute. Product: C(#N)C(C1(CCCCC1)O)C1=C(C=CC=C1)OC (1-[Cyano(-methoxyphenyl)methyl]cyclohexanol). As a reaction SMILES: [CH3:1][O:2][C:3]1C=C[C:6](CC#N)=[CH:5][CH:4]=1.[CH2:12]([Li])[CH2:13][CH2:14][CH3:15].CCCCCC.[C:23]1(=[O:29])[CH2:28][CH2:27][CH2:26][CH2:25][CH2:24]1.[Cl-].[NH4+:31]>O1CCCC1>[C:12]([CH:13]([C:14]1[CH:15]=[CH:6][CH:5]=[CH:4][C:3]=1[O:2][CH3:1])[C:23]1([OH:29])[CH2:28][CH2:27][CH2:26][CH2:25][CH2:24]1)#[N:31] |f:4.5|. Procedure: p-Methoxyphenylacetonitrile (50 gm, 0.3 mole) was added to dry tetrahydrofuran (250 ml) and the solution cooled to -70° C. under nitrogen. n-Butyl lithium in hexane 210 ml, 0.3 mole) was added dropwise, with stirring. The temperature was maintained below -50° C. and a yellow precipitate appeared. After the addition was complete, the reaction mixture was maintained below -50° C. for 30 minutes and cyclohexanone (35 ml, 0.3 mole) was added. After a further 45 minutes below -50° C. the temperature ... The reactants are C1(=CC=CC=C1)O (Phenol), 13, C1(=CC=CC=C1)O.CC(=O)C (phenol acetone). Solvent: CC(=O)C (acetone), CC(=O)C (acetone). The product is OC1=CC=C(C=C1)C(C)(C)C1=CC=C(C=C1)O (bisphenol A). RXN SMILES: [C:1]1([OH:7])[CH:6]=[CH:5][CH:4]=[CH:3][CH:2]=1.[C:8]1([OH:14])[CH:13]=[CH:12][CH:11]=[CH:10][CH:9]=1.[CH3:15][C:16]([CH3:18])=O>CC(C)=O>[OH:7][C:1]1[CH:6]=[CH:5][C:4]([C:16]([C:11]2[CH:12]=[CH:13][C:8]([OH:14])=[CH:9][CH:10]=2)([CH3:18])[CH3:15])=[CH:3][CH:2]=1 |f:1.2|. Procedure details: Phenol and acetone were passed through a column type reactor in which an ion exchange resin having a sulfonic group packed, in a molar ratio of phenol/acetone of 13, and a reaction solution of bisphenol A was obtained with 95% of conversion of acetone by a reaction at an inlet temperature of 55° C. and an outlet temperature of 75° C. Then, the above reaction solution was subjected to distillation to remove low boiling point substances such as unreacted acetone and water as a by-product, followed... Reactants: COC(=O)CCc1ccc(OCc2cccc(-c3c(C)nn(C)c3C)c2)cc1, CO, [Na+], C1CCOC1, [OH-], O, O=C(O)CC(O)(CC(=O)O)C(=O)O. The product is Cc1nn(C)c(C)c1-c1cccc(COc2ccc(CCC(=O)O)cc2)c1. RXN SMILES: [CH3:1][n:2]1[n:3][c:4]([CH3:28])[c:5](-[c:8]2[cH:9][c:10]([CH2:11][O:12][c:13]3[cH:14][cH:15][c:16]([CH2:19][CH2:20][C:21](=[O:22])[O:23][CH3:24])[cH:17][cH:18]3)[cH:25][cH:26][cH:27]2)[c:6]1[CH3:7].[CH3:45][OH:46].[Na+:30].[O:47]1[CH2:48][CH2:49][CH2:50][CH2:51]1.[OH-:29].[OH2:31].[OH:32][C:33]([CH2:34][C:35]([C:36](=[O:37])[OH:38])([CH2:39][C:40](=[O:41])[OH:42])[OH:43])=[O:44]>>[CH3:1][n:2]1[n:3][c:4]([CH3:28])[c:5](-[c:8]2[cH:9][c:10]([CH2:11][O:12][c:13]3[cH:14][cH:15][c:16]([CH2:19][CH2:20][C:21](=[O:22])[OH:23])[cH:17][cH:18]3)[cH:25][cH:26][cH:27]2)[c:6]1[CH3:7].